From a dataset of the Open Reaction Database (ORD), a public repository of structured organic reaction records. describe an organic reaction: reactants, conditions, products, and yield The reactants are CCOC(=O)Cl, CCCn1c(=O)n(-c2ccc3c(c2)OCO3)c2ncc(N)cc21, O, c1ccncc1. The product is CCCn1c(=O)n(-c2ccc3c(c2)OCO3)c2ncc(NC(=O)OCC)cc21. As a reaction SMILES: [CH2:30]([CH3:31])[O:32][C:33](=[O:34])[Cl:35].[NH2:1][c:2]1[cH:3][c:4]2[c:5]([n:6][cH:7]1)[n:8](-[c:15]1[cH:16][c:17]3[c:18]([cH:19][cH:20]1)[O:21][CH2:22][O:23]3)[c:9](=[O:14])[n:10]2[CH2:11][CH2:12][CH3:13].[OH2:36].[cH:24]1[cH:25][cH:26][n:27][cH:28][cH:29]1>>[NH:1]([c:2]1[cH:3][c:4]2[c:5]([n:6][cH:7]1)[n:8](-[c:15]1[cH:16][c:17]3[c:18]([cH:19][cH:20]1)[O:21][CH2:22][O:23]3)[c:9](=[O:14])[n:10]2[CH2:11][CH2:12][CH3:13])[C:33]([O:32][CH2:30][CH3:31])=[O:34].